Task: describe an organic reaction: reactants, conditions, products, and yield. Dataset: the Open Reaction Database (ORD), a public repository of structured organic reaction records Procedure details: To a suspension of furo[2,3-b]pyridine-3-carboxylic acid (53 mmol) in 85 mL DCM were added EDC.HCl (58 mmol), DMAP (16 mmol) and 4.3 mL MeOH. The beige suspension was stirred at RT for 2 h. The reaction mixture was diluted with 50 mL DCM and quenched with sat. aq. NaHCO3 solution. The organic phase was washed 3 times with sat. aq. NH4Cl solution and once with brine. The organic layer was dried over MgSO4 and concentrated in vacuo to obtain the desired compound as grey solid. The reagents and catalysts are CN(C)C=1C=CN=CC1 (DMAP). The reactants are CCN=C=NCCCN(C)C.Cl (EDC.HCl), CO (MeOH), O1C=C(C=2C1=NC=CC2)C(=O)O (furo[2,3-b]pyridine-3-carboxylic acid). Solvent: C(Cl)Cl (DCM), C(Cl)Cl (DCM). Conditions: time 2 hour. Yields the product COC(=O)C1=COC2=NC=CC=C21 (furo[2,3-b]pyridine-3-carboxylic acid methyl ester). Reaction SMILES: [O:1]1[C:5]2=[N:6][CH:7]=[CH:8][CH:9]=[C:4]2[C:3]([C:10]([OH:12])=[O:11])=[CH:2]1.[CH3:13]CN=C=NCCCN(C)C.Cl.CO>C(Cl)Cl.CN(C1C=CN=CC=1)C>[CH3:13][O:11][C:10]([C:3]1[C:4]2[C:5](=[N:6][CH:7]=[CH:8][CH:9]=2)[O:1][CH:2]=1)=[O:12] |f:1.2|. Reactants: O=C(Nc1nc2cccc(Br)n2n1)c1cccnc1, Cc1ccc(CN)o1. Yields the product Cc1ccc(CNc2cccc3nc(NC(=O)c4cccnc4)nn23)o1. RXN SMILES: [Br:1][c:2]1[cH:3][cH:4][cH:5][c:6]2[n:7]1[n:8][c:9]([NH:11][C:12]([c:13]1[cH:14][n:15][cH:16][cH:17][cH:18]1)=[O:19])[n:10]2.[CH3:20][c:21]1[cH:22][cH:23][c:24]([CH2:25][NH2:26])[o:27]1>>[c:2]1([NH:26][CH2:25][c:24]2[cH:23][cH:22][c:21]([CH3:20])[o:27]2)[cH:3][cH:4][cH:5][c:6]2[n:7]1[n:8][c:9]([NH:11][C:12]([c:13]1[cH:14][n:15][cH:16][cH:17][cH:18]1)=[O:19])[n:10]2.